Dataset: the Open Reaction Database (ORD), a public repository of structured organic reaction records. Task: describe an organic reaction: reactants, conditions, products, and yield Reactants: COc1ccc(CSC2CC(C(=O)N3CCCN(C)CC3)N(C(=O)OCc3ccc([N+](=O)[O-])cc3)C2)cc1, COc1ccccc1, O=C(O)C(F)(F)F, O=S(=O)(O)C(F)(F)F. Product: CN1CCCN(C(=O)C2CC(S)CN2C(=O)OCc2ccc([N+](=O)[O-])cc2)CC1. Reaction SMILES: [CH3:1][O:2][c:3]1[cH:4][cH:5][c:6]([CH2:7][S:8][CH:9]2[CH2:10][CH:11]([C:27](=[O:28])[N:29]3[CH2:30][CH2:31][N:32]([CH3:36])[CH2:33][CH2:34][CH2:35]3)[N:12]([C:14](=[O:15])[O:16][CH2:17][c:18]3[cH:19][cH:20][c:21]([N+:24](=[O:25])[O-:26])[cH:22][cH:23]3)[CH2:13]2)[cH:37][cH:38]1.[CH3:54][O:55][c:56]1[cH:57][cH:58][cH:59][cH:60][cH:61]1.[OH:39][C:40]([C:41]([F:42])([F:43])[F:44])=[O:45].[OH:46][S:47]([C:48]([F:49])([F:50])[F:51])(=[O:52])=[O:53]>>[SH:8][CH:9]1[CH2:10][CH:11]([C:27](=[O:28])[N:29]2[CH2:30][CH2:31][N:32]([CH3:36])[CH2:33][CH2:34][CH2:35]2)[N:12]([C:14](=[O:15])[O:16][CH2:17][c:18]2[cH:19][cH:20][c:21]([N+:24](=[O:25])[O-:26])[cH:22][cH:23]2)[CH2:13]1.